From a dataset of the Open Reaction Database (ORD), a public repository of structured organic reaction records. describe an organic reaction: reactants, conditions, products, and yield Starting materials: C1=CC=C(C(=C1)C(=O)O)S (2-thiobenzoic acid), ClC1=NC=CC=C1[N+](=O)[O-] (2-chloro-3-nitropyridine), solid, C([O-])(O)=O.[Na+] (sodium bicarbonate). Solvent: C(C)O (ethanol), O (water), C(C)(=O)OCC (ethyl acetate). Reaction conditions: time 15 minute. The product is [N+](=O)([O-])C=1C(=NC=CC1)SC1=C(C(=O)O)C=CC=C1 (2-(3-nitro-2-pyridinylthio)benzoic acid). Yield: 71.7%. Reaction SMILES: [CH:1]1[CH:6]=[C:5]([C:7]([OH:9])=[O:8])[C:4]([SH:10])=[CH:3][CH:2]=1.C(=O)(O)[O-].[Na+].Cl[C:17]1[C:22]([N+:23]([O-:25])=[O:24])=[CH:21][CH:20]=[CH:19][N:18]=1>C(O)C.O.C(OCC)(=O)C>[N+:23]([C:22]1[C:17]([S:10][C:4]2[CH:3]=[CH:2][CH:1]=[CH:6][C:5]=2[C:7]([OH:9])=[O:8])=[N:18][CH:19]=[CH:20][CH:21]=1)([O-:25])=[O:24] |f:1.2|. Procedure: To a suspension of 11.67 g of 2-thiobenzoic acid in a mixture of 32 ml of ethanol and 11 ml of water is added portionwise 12.72 g of solid sodium bicarbonate. After the complete addition, the mixture is stirred for 15 minutes and 10.0 g of 2-chloro-3-nitropyridine added portionwise. The mixture is refluxed for 2 hours, cooled and then concentrated in vacuo. The residual aqueous solution is diluted with 15 ml of water, acidified with 2N HCl and extracted twice with 250 ml of ethyl acetate. The ex...